From a dataset of the Open Reaction Database (ORD), a public repository of structured organic reaction records. describe an organic reaction: reactants, conditions, products, and yield Starting materials: BrC=1C(=CC2=C(C=3N=C(SC3CCO2)C(=O)N)C1)F (9-Bromo-8-fluoro-4,5-dihydro-6-oxa-3-thia-1-aza-benzo[e]azulene-2-carboxylic acid amide), CC(C)(C#C)O (2-methylbut-3-yn-2-ol). The reagents and catalysts are Cl[Pd]([P](C1=CC=CC=C1)(C2=CC=CC=C2)C3=CC=CC=C3)([P](C4=CC=CC=C4)(C5=CC=CC=C5)C6=CC=CC=C6)Cl (Pd(PPh3)2Cl2). The solvent is CS(=O)C (DMSO), C(C)N(CC)CC (triethylamine), O (water). Yields the product FC1=CC2=C(C=3N=C(SC3CCO2)C(=O)N)C=C1C#CC(C)(C)O (8-Fluoro-9-(3-hydroxy-3-methyl-but-1-ynyl)-4,5-dihydro-6-oxa-3-thia-1-aza-benzo[e]azulene-2-carboxylic acid amide). Reaction SMILES: Br[C:2]1[C:3]([F:19])=[CH:4][C:5]2[O:14][CH2:13][CH2:12][C:11]3[S:10][C:9]([C:15]([NH2:17])=[O:16])=[N:8][C:7]=3[C:6]=2[CH:18]=1.[CH3:20][C:21]([OH:25])([C:23]#[CH:24])[CH3:22]>CS(C)=O.C(N(CC)CC)C.O.Cl[Pd](Cl)([P](C1C=CC=CC=1)(C1C=CC=CC=1)C1C=CC=CC=1)[P](C1C=CC=CC=1)(C1C=CC=CC=1)C1C=CC=CC=1>[F:19][C:3]1[C:2]([C:24]#[C:23][C:21]([OH:25])([CH3:22])[CH3:20])=[CH:18][C:6]2[C:7]3[N:8]=[C:9]([C:15]([NH2:17])=[O:16])[S:10][C:11]=3[CH2:12][CH2:13][O:14][C:5]=2[CH:4]=1 |^1:40,59|. Reported procedure: The title compound was prepared according to a procedure similar to that described in Procedure G. Into a 8-mL sealed tube purged and maintained with an inert atmosphere of nitrogen, was placed a suspension of 9-Bromo-8-fluoro-4,5-dihydro-6-oxa-3-thia-1-aza-benzo[e]azulene-2-carboxylic acid amide (300 mg, 0.87 mmol, 1.00 equiv), 2-methylbut-3-yn-2-ol (260 mg, 3.09 mmol, 3.50 equiv) and Pd(PPh3)2Cl2 (60 mg, 0.09 mmol, 0.10 equiv) in DMSO (1 mL) and triethylamine (1 mL). The final reaction mixture... The reactants are ClN1C(CCC1=O)=O (N-chlorosuccinimide), O\N=C\C1=CC=C(C=C1)C1N(CCN(C1)C(=O)OC(C)(C)C)C(=O)OC(C)(C)C ((E)-di-tert-butyl 2-(4-((hydroxyimino)methyl)phenyl)piperazine-1,4-dicarboxylate). Yield: 100.0%. Reported procedure: N-chlorosuccinimide (239.0 mg, 1.790 mmol) was added to a stirred suspension of (E)-di-tert-butyl 2-(4-((hydroxyimino)methyl)phenyl)piperazine-1,4-dicarboxylate (725.8 mg, 1.790 mmol) in N,N-dimethyl formamide (10 mL). The reaction was then heated at 55° C. for 1 hour. The reaction was cooled to ambient temperature and diluted with water. The reaction mixture was extracted with ethyl acetate (×3). Organic extracts were combined, dried over MgSO4, filtered and concentrated in vacuo. The sub-title... Solvent: CN(C=O)C (N,N-dimethyl formamide), O (water). The product is Cl\C(=N/O)\C1=CC=C(C=C1)C1N(CCN(C1)C(=O)OC(C)(C)C)C(=O)OC(C)(C)C (Di tert-butyl 2-[4-[(Z)—C-chloro-N-hydroxycarbonimidoyl]phenyl]piperazine-1,4-dicarboxylate). Run at temperature 55 celsius. RXN SMILES: [Cl:1]N1C(=O)CCC1=O.[OH:9]/[N:10]=[CH:11]/[C:12]1[CH:17]=[CH:16][C:15]([CH:18]2[CH2:23][N:22]([C:24]([O:26][C:27]([CH3:30])([CH3:29])[CH3:28])=[O:25])[CH2:21][CH2:20][N:19]2[C:31]([O:33][C:34]([CH3:37])([CH3:36])[CH3:35])=[O:32])=[CH:14][CH:13]=1>CN(C)C=O.O>[Cl:1]/[C:11](/[C:12]1[CH:13]=[CH:14][C:15]([CH:18]2[CH2:23][N:22]([C:24]([O:26][C:27]([CH3:29])([CH3:30])[CH3:28])=[O:25])[CH2:21][CH2:20][N:19]2[C:31]([O:33][C:34]([CH3:37])([CH3:36])[CH3:35])=[O:32])=[CH:16][CH:17]=1)=[N:10]\[OH:9].